Dataset: the Open Reaction Database (ORD), a public repository of structured organic reaction records. Task: describe an organic reaction: reactants, conditions, products, and yield The reactants are O=C([O-])[O-], CS(C)=O, CC(C)(C)OC(=O)CCl, [K+], [K+], O, O=C1c2ccccc2C(=O)N1O. Product: CC(C)(C)OC(=O)CON1C(=O)c2ccccc2C1=O. RXN SMILES: [C:13](=[O:14])([O-:15])[O-:16].[CH3:29][S:30](=[O:31])[CH3:32].[Cl:19][CH2:20][C:21](=[O:22])[O:23][C:24]([CH3:25])([CH3:26])[CH3:27].[K+:17].[K+:18].[OH2:28].[OH:1][N:2]1[C:3](=[O:12])[c:4]2[c:5]([cH:8][cH:9][cH:10][cH:11]2)[C:6]1=[O:7]>>[O:1]([N:2]1[C:3](=[O:12])[c:4]2[c:5]([cH:8][cH:9][cH:10][cH:11]2)[C:6]1=[O:7])[CH2:20][C:21](=[O:22])[O:23][C:24]([CH3:25])([CH3:26])[CH3:27]. Starting materials: CCOC(=O)CC1OB(O)c2cc(Oc3ncc(C(=O)OC(C)(C)C)s3)cc(C)c21, O=C(O)C(F)(F)F. Yields the product CCOC(=O)CC1OB(O)c2cc(Oc3ncc(C(=O)O)s3)cc(C)c21. RXN SMILES: [C:1]([CH3:2])([CH3:3])([CH3:4])[O:5][C:6](=[O:7])[c:8]1[cH:9][n:10][c:11]([O:13][c:14]2[cH:15][c:16]([CH3:30])[c:17]3[c:18]([cH:29]2)[B:19]([OH:28])[O:20][CH:21]3[CH2:22][C:23](=[O:24])[O:25][CH2:26][CH3:27])[s:12]1.[F:31][C:32]([F:33])([F:34])[C:35]([OH:36])=[O:37]>>[O:5]=[C:6]([OH:7])[c:8]1[cH:9][n:10][c:11]([O:13][c:14]2[cH:15][c:16]([CH3:30])[c:17]3[c:18]([cH:29]2)[B:19]([OH:28])[O:20][CH:21]3[CH2:22][C:23](=[O:24])[O:25][CH2:26][CH3:27])[s:12]1.